Dataset: the Open Reaction Database (ORD), a public repository of structured organic reaction records. Task: describe an organic reaction: reactants, conditions, products, and yield Starting materials: O=Cc1ccc(OCc2ccccc2)cc1, C[O-], CS(C)=O, N#CCCNc1ccccc1, [Na+]. Product: N#CC(=CNc1ccccc1)Cc1ccc(OCc2ccccc2)cc1. As a reaction SMILES: [CH2:1]([c:2]1[cH:3][cH:4][cH:5][cH:6][cH:7]1)[O:8][c:9]1[cH:10][cH:11][c:12]([CH:13]=[O:14])[cH:15][cH:16]1.[CH3:28][O-:29].[CH3:31][S:32]([CH3:33])=[O:34].[NH:17]([c:18]1[cH:19][cH:20][cH:21][cH:22][cH:23]1)[CH2:24][CH2:25][C:26]#[N:27].[Na+:30]>>[CH2:1]([c:2]1[cH:3][cH:4][cH:5][cH:6][cH:7]1)[O:8][c:9]1[cH:10][cH:11][c:12]([CH2:13][C:25](=[CH:24][NH:17][c:18]2[cH:19][cH:20][cH:21][cH:22][cH:23]2)[C:26]#[N:27])[cH:15][cH:16]1.